Dataset: the Open Reaction Database (ORD), a public repository of structured organic reaction records. Task: describe an organic reaction: reactants, conditions, products, and yield Reaction SMILES: [C:1]([n:2]1[cH:3][cH:4][n:5][cH:6]1)([n:7]1[cH:8][cH:9][n:10][cH:11]1)=[O:12].[C:24]([CH2:25][C:26]([O-:27])=[O:28])(=[O:29])[O:30][CH2:31][CH3:32].[CH2:41]1[O:42][CH2:43][CH2:44][CH2:45]1.[CH3:13][C:14]([CH2:15][C:16](=[O:17])[OH:18])([CH2:19][CH2:20][CH3:21])[CH3:22].[Cl-:33].[Cl-:35].[K+:23].[Mg+2:34].[cH:36]1[n:37][cH:38][n-:39][cH:40]1>>[CH3:13][C:14]([CH2:15][C:16](=[O:18])[CH2:25][C:24](=[O:29])[O:30][CH2:31][CH3:32])([CH2:19][CH2:20][CH3:21])[CH3:22]. Starting materials: O=C(n1ccnc1)n1ccnc1, CCOC(=O)CC(=O)[O-], C1CCOC1, CCCC(C)(C)CC(=O)O, [Cl-], [Cl-], [K+], [Mg+2], c1c[n-]cn1. Yields the product CCCC(C)(C)CC(=O)CC(=O)OCC. Reported procedure: 1.12 g of methyl 3-amino-4-(2-chloro-5-methoxy-phenoxy)-5-[2-(tetrahydro-pyran-2-yloxy)-ethoxy]-benzoate were dissolved in a mixture of toluene/pyridine (20 ml/30 ml) treated dropwise while cooling with ice with a solution of 1.05 g of 5-isopropylpyridine-2-sulphonyl chloride in toluene (30 ml) and subsequently stirred at room temperature for 24 hours. The reaction mixture was poured on to ice/3M HCl, the product was extracted with ethyl acetate and the organic phase was washed with water and dr... Reaction conditions: time 24 hour. The solvent is C1(=CC=CC=C1)C (toluene), C1(=CC=CC=C1)C.N1=CC=CC=C1 (toluene pyridine). The reactants are C(C)(C)C=1C=CC(=NC1)S(=O)(=O)Cl (5-isopropylpyridine-2-sulphonyl chloride), NC=1C=C(C(=O)OC)C=C(C1OC1=C(C=CC(=C1)OC)Cl)OCCOC1OCCCC1 (methyl 3-amino-4-(2-chloro-5-methoxy-phenoxy)-5-[2-(tetrahydro-pyran-2-yloxy)-ethoxy]-benzoate), ice. Product: ClC1=C(OC2=C(C=C(C(=O)OC)C=C2OCCOC2OCCCC2)NS(=O)(=O)C2=NC=C(C=C2)C(C)C)C=C(C=C1)OC (methyl 4-(2-chloro-5-methoxy-phenoxy)-3-(5-isopropyl-pyridine-2-sulphonylamino)-5-[2-(tetrahydro-pyran-2-yloxy)-ethoxy]-benzoate). Reaction SMILES: [NH2:1][C:2]1[CH:3]=[C:4]([CH:9]=[C:10]([O:22][CH2:23][CH2:24][O:25][CH:26]2[CH2:31][CH2:30][CH2:29][CH2:28][O:27]2)[C:11]=1[O:12][C:13]1[CH:18]=[C:17]([O:19][CH3:20])[CH:16]=[CH:15][C:14]=1[Cl:21])[C:5]([O:7][CH3:8])=[O:6].[CH:32]([C:35]1[CH:36]=[CH:37][C:38]([S:41](Cl)(=[O:43])=[O:42])=[N:39][CH:40]=1)([CH3:34])[CH3:33]>C1(C)C=CC=CC=1.N1C=CC=CC=1.C1(C)C=CC=CC=1>[Cl:21][C:14]1[CH:15]=[CH:16][C:17]([O:19][CH3:20])=[CH:18][C:13]=1[O:12][C:11]1[C:10]([O:22][CH2:23][CH2:24][O:25][CH:26]2[CH2:31][CH2:30][CH2:29][CH2:28][O:27]2)=[CH:9][C:4]([C:5]([O:7][CH3:8])=[O:6])=[CH:3][C:2]=1[NH:1][S:41]([C:38]1[CH:37]=[CH:36][C:35]([CH:32]([CH3:34])[CH3:33])=[CH:40][N:39]=1)(=[O:42])=[O:43] |f:2.3|. The reactants are O=C=NS(=O)(=O)Cl, ClCCl, Fc1ccc2cc(-c3cccnc3)[nH]c2c1, CN(C)C=O. Product: N#Cc1c(-c2cccnc2)[nH]c2cc(F)ccc12. RXN SMILES: [Cl:17][S:18](=[O:20])([N:21]=[C:22]=[O:19])=[O:23].[Cl:29][CH2:30][Cl:31].[F:1][c:2]1[cH:3][cH:4][c:5]2[cH:6][c:7](-[c:11]3[cH:12][n:13][cH:14][cH:15][cH:16]3)[nH:8][c:9]2[cH:10]1.[O:24]=[CH:25][N:26]([CH3:27])[CH3:28]>>[F:1][c:2]1[cH:3][cH:4][c:5]2[c:6]([C:22]#[N:21])[c:7](-[c:11]3[cH:12][n:13][cH:14][cH:15][cH:16]3)[nH:8][c:9]2[cH:10]1. The reactants are Cl, CC(C)(C)N(O)CC(=O)c1cc(Cl)c(N)c(C#N)c1. Product: CC(C)(C)N(O)CC(O)c1cc(Cl)c(N)c(C#N)c1. Reaction SMILES: [ClH:1].[NH2:2][c:3]1[c:4]([Cl:20])[cH:5][c:6]([C:11]([CH2:12][N:13]([C:14]([CH3:15])([CH3:16])[CH3:17])[OH:18])=[O:19])[cH:7][c:8]1[C:9]#[N:10]>>[NH2:2][c:3]1[c:4]([Cl:20])[cH:5][c:6]([CH:11]([CH2:12][N:13]([C:14]([CH3:15])([CH3:16])[CH3:17])[OH:18])[OH:19])[cH:7][c:8]1[C:9]#[N:10]. Run in C(Cl)Cl (DCM), CCOC(=O)C (EtOAc). Yields the product ClC1=C(OC2=C(C=CC=C2)NC(=O)C2CCNCC2)C=CC(=C1)Cl (Piperidine-4-carboxylic acid [2-(2,4-dichloro-phenoxy)-phenyl]-amide). Reaction conditions: temperature 0 celsius, time 30 minute. Procedure details: 4-[2-(2,4-Dichloro-phenoxy)-phenylcarbamoyl]-piperidine-1-carboxylic acid tert-butyl ester (AMR01046, 1.0 g, 2.15 mmol) was dissolved in DCM (20 ml), and cooled to 0° C. and to this was added TFA (5 ml). This was allowed to warm to room temperature and stirred for 30 min. The reaction mixture was poured onto solid potassium carbonate (12 g), and water (50 ml) added. Extracted with DCM and the organic layers dried over anhydrous magnesium sulphate, and evaporated in-vacuo, to afford a cream oil, ... The reactants are C(=O)(C(F)(F)F)O (TFA), C(C)(C)(C)OC(=O)N1CCC(CC1)C(NC1=C(C=CC=C1)OC1=C(C=C(C=C1)Cl)Cl)=O (4-[2-(2,4-Dichloro-phenoxy)-phenylcarbamoyl]-piperidine-1-carboxylic acid tert-butyl ester), C([O-])([O-])=O.[K+].[K+] (potassium carbonate), O (water). As a reaction SMILES: C(OC([N:8]1[CH2:13][CH2:12][CH:11]([C:14](=[O:31])[NH:15][C:16]2[CH:21]=[CH:20][CH:19]=[CH:18][C:17]=2[O:22][C:23]2[CH:28]=[CH:27][C:26]([Cl:29])=[CH:25][C:24]=2[Cl:30])[CH2:10][CH2:9]1)=O)(C)(C)C.C(O)(C(F)(F)F)=O.C(=O)([O-])[O-].[K+].[K+].O>C(Cl)Cl.CCOC(C)=O>[Cl:30][C:24]1[CH:25]=[C:26]([Cl:29])[CH:27]=[CH:28][C:23]=1[O:22][C:17]1[CH:18]=[CH:19][CH:20]=[CH:21][C:16]=1[NH:15][C:14]([CH:11]1[CH2:12][CH2:13][NH:8][CH2:9][CH2:10]1)=[O:31] |f:2.3.4|. Reactants: C(C)(=O)OCC (Ethyl acetate), FC(OC1=CC=C(OC2CCNCC2)C=C1)(F)F (4-(4-trifluoromethoxyphenoxy)piperidine), BrC1=CC=C(OC2OCCCC2)C=C1 (2-(4-bromophenoxy)tetrahydropyran), C([O-])([O-])=O.[Cs+].[Cs+] (cesium carbonate). Reagents/catalysts: C(C)(=O)[O-].[Pd+2].C(C)(=O)[O-] (palladium acetate), C=1C=CC(=CC1)P(C=2C=CC=CC2)C3=CC=C4C=CC=CC4=C3C5=C6C=CC=CC6=CC=C5P(C=7C=CC=CC7)C=8C=CC=CC8 (BINAP). Run in O (water), C1(=CC=CC=C1)C (toluene). Yields the product O1C(CCCC1)OC1=CC=C(C=C1)N1CCC(CC1)OC1=CC=C(C=C1)OC(F)(F)F (1-[4-(tetrahydropyran-2-yloxy)phenyl]-4-(4-trifluoromethoxyphenoxy)piperidine). Isolated yield 64.2%. RXN SMILES: [F:1][C:2]([F:18])([F:17])[O:3][C:4]1[CH:16]=[CH:15][C:7]([O:8][CH:9]2[CH2:14][CH2:13][NH:12][CH2:11][CH2:10]2)=[CH:6][CH:5]=1.Br[C:20]1[CH:32]=[CH:31][C:23]([O:24][CH:25]2[CH2:30][CH2:29][CH2:28][CH2:27][O:26]2)=[CH:22][CH:21]=1.C(=O)([O-])[O-].[Cs+].[Cs+].C(OCC)(=O)C>C1(C)C=CC=CC=1.C([O-])(=O)C.[Pd+2].C([O-])(=O)C.C1C=CC(P(C2C(C3C(P(C4C=CC=CC=4)C4C=CC=CC=4)=CC=C4C=3C=CC=C4)=C3C(C=CC=C3)=CC=2)C2C=CC=CC=2)=CC=1.O>[O:26]1[CH2:27][CH2:28][CH2:29][CH2:30][CH:25]1[O:24][C:23]1[CH:31]=[CH:32][C:20]([N:12]2[CH2:11][CH2:10][CH:9]([O:8][C:7]3[CH:15]=[CH:16][C:4]([O:3][C:2]([F:1])([F:17])[F:18])=[CH:5][CH:6]=3)[CH2:14][CH2:13]2)=[CH:21][CH:22]=1 |f:2.3.4,7.8.9|. Procedure details: A mixture of 4-(4-trifluoromethoxyphenoxy)piperidine (30.3 g, 0.116 mol) prepared in Reference Example 190, 2-(4-bromophenoxy)tetrahydropyran (30 g, 0.116 mol), palladium acetate (1.0 g, 4.64 mmol), BINAP (4.3 g, 6.96 mmol) and cesium carbonate (49 g, 0.151 mol) in toluene (300 ml) was refluxed under a nitrogen atmosphere for 30 hours. Ethyl acetate and water were added to the reaction mixture, which was stirred for a while. The insoluble substances were removed by filtration through Celite, and...